This data is from the Open Reaction Database (ORD), a public repository of structured organic reaction records. The task is: describe an organic reaction: reactants, conditions, products, and yield Starting materials: CCO, [Na+], [OH-], CCOC(=O)c1cnn(-c2ccccn2)c1C(F)(F)F. Yields the product O=C(O)c1cnn(-c2ccccn2)c1C(F)(F)F. RXN SMILES: [CH3:23][CH2:24][OH:25].[Na+:22].[OH-:21].[n:1]1[c:2](-[n:7]2[n:8][cH:9][c:10]([C:16](=[O:17])[O:18][CH2:19][CH3:20])[c:11]2[C:12]([F:13])([F:14])[F:15])[cH:3][cH:4][cH:5][cH:6]1>>[n:1]1[c:2](-[n:7]2[n:8][cH:9][c:10]([C:16](=[O:17])[OH:18])[c:11]2[C:12]([F:13])([F:14])[F:15])[cH:3][cH:4][cH:5][cH:6]1. Starting materials: CO, COC(=O)c1ccc2ccoc2c1C, [K+], [OH-]. Yields the product Cc1c(C(=O)O)ccc2ccoc12. As a reaction SMILES: [CH3:15][OH:16].[CH3:1][c:2]1[c:3]([C:11](=[O:12])[O:13][CH3:14])[cH:4][cH:5][c:6]2[cH:7][cH:8][o:9][c:10]12.[K+:18].[OH-:17]>>[CH3:1][c:2]1[c:3]([C:11](=[O:12])[OH:13])[cH:4][cH:5][c:6]2[cH:7][cH:8][o:9][c:10]12. Starting materials: COC(=O)Cc1ccc(OC)c(-c2ccc(C(F)(F)F)cc2CNC2c3ccccc3CC2O)c1, O=C(Cl)Cl. The product is COC(=O)Cc1ccc(OC)c(-c2ccc(C(F)(F)F)cc2CN2C(=O)OC3Cc4ccccc4C32)c1. As a reaction SMILES: [CH3:1][O:2][C:3]([CH2:4][c:5]1[cH:6][c:7](-[c:13]2[c:14]([CH2:23][NH:24][CH:25]3[CH:26]([OH:34])[CH2:27][c:28]4[cH:29][cH:30][cH:31][cH:32][c:33]43)[cH:15][c:16]([C:19]([F:20])([F:21])[F:22])[cH:17][cH:18]2)[c:8]([O:11][CH3:12])[cH:9][cH:10]1)=[O:35].[Cl:36][C:37]([Cl:38])=[O:39]>>[CH3:1][O:2][C:3]([CH2:4][c:5]1[cH:6][c:7](-[c:13]2[c:14]([CH2:23][N:24]3[CH:25]4[CH:26]([CH2:27][c:28]5[cH:29][cH:30][cH:31][cH:32][c:33]54)[O:34][C:37]3=[O:39])[cH:15][c:16]([C:19]([F:20])([F:21])[F:22])[cH:17][cH:18]2)[c:8]([O:11][CH3:12])[cH:9][cH:10]1)=[O:35]. The reactants are C(C1=CC=CC=C1)C=1C(NC=CC1)=O (3-Benzyl-2-pyridone), P12(=S)SP3(=S)SP(=S)(S1)SP(=S)(S2)S3 (P2S5). The solvent is [Cl-].[Na+].O (brine), N1=CC=CC=C1 (pyridine). Conditions: time 8 hour. The product is C(C1=CC=CC=C1)C=1C(=NC=CC1)S (3-benzyl-2-mercaptopyridine). The yield is 16.7%. Reaction SMILES: [CH2:1]([C:8]1[C:9](=O)[NH:10][CH:11]=[CH:12][CH:13]=1)[C:2]1[CH:7]=[CH:6][CH:5]=[CH:4][CH:3]=1.P12(SP3(SP(SP(S3)(S1)=S)(=S)S2)=S)=[S:16]>N1C=CC=CC=1.[Cl-].[Na+].O>[CH2:1]([C:8]1[C:9]([SH:16])=[N:10][CH:11]=[CH:12][CH:13]=1)[C:2]1[CH:7]=[CH:6][CH:5]=[CH:4][CH:3]=1 |f:3.4.5|. Procedure details: 3-Benzyl-2-pyridone (1.65g, 8.9 mmol) and P2S5 (1.98 g, 8.9 mmol) were heated at reflux for 22 hours under argon in pyridine (17ml), and then allowed to stand overnight at ambient temperature. The mixture was diluted with brine and extracted with ethyl acetate. The ethyl acetate extracts were dried (MgSO4) and purified by chromatography using 5% CH3OH--CH2Cl2 as eluant followed by recrystallization from CH2Cl2 --ether--hexane to yield 300 mg (15%) of 3-benzyl-2-mercaptopyridine: m.p. 129°-130° C... The reactants are Brc1ccc(NCc2ncc[nH]2)cc1, COC(OC)C1(C)Oc2ccc([N+](=O)[O-])cc2C2OC21. Product: COC(OC)C1(C)Oc2ccc([N+](=O)[O-])cc2C(N(Cc2ncc[nH]2)c2ccc(Br)cc2)C1O. RXN SMILES: [Br:21][c:22]1[cH:23][cH:24][c:25]([NH:28][CH2:29][c:30]2[nH:31][cH:32][cH:33][n:34]2)[cH:26][cH:27]1.[CH3:1][O:2][CH:3]([C:4]1([CH3:18])[O:5][c:6]2[c:7]([cH:11][c:12]([N+:15](=[O:16])[O-:17])[cH:13][cH:14]2)[CH:8]2[CH:9]1[O:10]2)[O:19][CH3:20]>>[CH3:1][O:2][CH:3]([C:4]1([CH3:18])[O:5][c:6]2[c:7]([cH:11][c:12]([N+:15](=[O:16])[O-:17])[cH:13][cH:14]2)[CH:8]([N:28]([c:25]2[cH:24][cH:23][c:22]([Br:21])[cH:27][cH:26]2)[CH2:29][c:30]2[nH:31][cH:32][cH:33][n:34]2)[CH:9]1[OH:10])[O:19][CH3:20].